From a dataset of the Open Reaction Database (ORD), a public repository of structured organic reaction records. describe an organic reaction: reactants, conditions, products, and yield The reactants are CC(=O)[O-], C1CCOC1, CCOC(=O)c1ccc(C=O)c2cccn12, Cl, NO, [Na+], O. The product is CCOC(=O)c1ccc(C=NO)c2cccn12. As a reaction SMILES: [C:20]([O-:21])(=[O:22])[CH3:23].[CH2:25]1[O:26][CH2:27][CH2:28][CH2:29]1.[CH:1](=[O:2])[c:3]1[cH:4][cH:5][c:6]([C:12](=[O:13])[O:14][CH2:15][CH3:16])[n:7]2[cH:8][cH:9][cH:10][c:11]12.[ClH:19].[NH2:17][OH:18].[Na+:24].[OH2:30]>>[CH:1]([c:3]1[cH:4][cH:5][c:6]([C:12](=[O:13])[O:14][CH2:15][CH3:16])[n:7]2[cH:8][cH:9][cH:10][c:11]12)=[N:17][OH:18]. Starting materials: N=1N=CN(C1)C1=CC=C(C=C1)CN(C[C@@H]([C@H](CC1=CC=CC=C1)NC([C@@H](NC(=O)OC)C(C)C)=O)O)NC(=O)OC(C)(C)C (1-[p-(1,2,4-triazol-4-yl)phenyl]-4(S)-hydroxy-2-(tert-butyloxycarbonyl)amino-5(S)-[N-(N-methoxycarbonyl-(L)-valyl)amino]-6-phenyl-2-azahexane). Run in C(=O)O (formic acid). The product is N=1N=CN(C1)C1=CC=C(C=C1)CN(C[C@@H]([C@H](CC1=CC=CC=C1)NC([C@@H](NC(=O)OC)C(C)C)=O)O)N (1-[p-(1,2,4-Triazol-4-yl) phenyl]-4(S)-hydroxy-2-amino-5(S)-[N-(N-methoxycarbonyl-(L)-valyl)amino]-6-phenyl-2-azahexane). Reaction SMILES: [N:1]1[N:2]=[CH:3][N:4]([C:6]2[CH:11]=[CH:10][C:9]([CH2:12][N:13]([NH:37]C(OC(C)(C)C)=O)[CH2:14][C@H:15]([OH:36])[C@@H:16]([NH:24][C:25](=[O:35])[C@H:26]([CH:32]([CH3:34])[CH3:33])[NH:27][C:28]([O:30][CH3:31])=[O:29])[CH2:17][C:18]3[CH:23]=[CH:22][CH:21]=[CH:20][CH:19]=3)=[CH:8][CH:7]=2)[CH:5]=1>C(O)=O>[N:1]1[N:2]=[CH:3][N:4]([C:6]2[CH:11]=[CH:10][C:9]([CH2:12][N:13]([NH2:37])[CH2:14][C@H:15]([OH:36])[C@@H:16]([NH:24][C:25](=[O:35])[C@H:26]([CH:32]([CH3:34])[CH3:33])[NH:27][C:28]([O:30][CH3:31])=[O:29])[CH2:17][C:18]3[CH:23]=[CH:22][CH:21]=[CH:20][CH:19]=3)=[CH:8][CH:7]=2)[CH:5]=1. Procedure details: 0.543 g (0.89 mmol) of 1-[p-(1,2,4-triazol-4-yl)phenyl]-4(S)-hydroxy-2-(tert-butyloxycarbonyl)amino-5(S)-[N-(N-methoxycarbonyl-(L)-valyl)amino]-6-phenyl-2-azahexane (Example 14f) is stirred in 20 ml of formic acid at RT for 4 h under nitrogen. The formic acid is removed, the residue is taken up in methylene chloride, and the organic phase is washed with a sat. solution of sodium bicarbonate. The title compound is isolated as a yellow foam, which is subjected to further processing without being p... Starting materials: ClCCl, CSSC, CC(C)(C)ON=O, Nc1cnc(Cl)c(Cl)c1. The product is CSc1cnc(Cl)c(Cl)c1. RXN SMILES: [CH2:21]([Cl:22])[Cl:23].[CH3:10][S:11][S:12][CH3:13].[N:14]([O:15][C:16]([CH3:17])([CH3:18])[CH3:19])=[O:20].[NH2:1][c:2]1[cH:3][n:4][c:5]([Cl:9])[c:6]([Cl:8])[cH:7]1>>[c:2]1([S:11][CH3:10])[cH:3][n:4][c:5]([Cl:9])[c:6]([Cl:8])[cH:7]1. Reactants: C(C)(=O)N (acetamide), O1P2OP3OP1OP(O2)O3 (P4O6), OO (H2O2). Run in C(C)(=O)O (acetic acid), C(C)#N (acetonitrile), C(C)O.O (ethanol water), C(C)#N (acetonitrile), C(C)(=O)O (acetic acid), C(C)#N (acetonitrile), C(C)#N (acetonitrile), C(C)#N (acetonitrile). Reaction conditions: temperature 163 celsius. Product: NC(C)(P(O)(=O)O)P(O)(=O)O (1-aminoethane-1,1-diphosphonic acid). The yield is 248.4%. Reaction SMILES: [C:1]([NH2:4])(=O)[CH3:2].O1P2[O:11][P:12]3[O:14]P(O2)OP1[O:13]3.OO>C(O)C.O.C(#N)C.C(O)(=O)C>[NH2:4][C:1]([P:12]([OH:11])(=[O:13])[OH:14])([P:12]([OH:14])(=[O:11])[OH:13])[CH3:2] |f:3.4|. Procedure details: 83.6 g (1.416 mols) acetamide was dissolved at about 40° C. in 45.4 g (1.1 mols) acetonitrile in a flask which was provided with a stirrer and had a fractionating column mounted thereon. Next, 52 g (0.236 mol) P4O6 was added dropwise at 40°-55° C. After this had been done, the temperature of the reaction mixture was gradually increased to 163° C. while 85.4 g distillate containing 96.4% acetonitrile and 3.5% acetic acid, corresponding to 82.3 g (2.008 mols) acetonitrile and 3.0 g (0.05 mol) acet...